This data is from the Open Reaction Database (ORD), a public repository of structured organic reaction records. The task is: describe an organic reaction: reactants, conditions, products, and yield Procedure details: Into a solution of 10 g of 4-methyl-7-hydroxy-1-indanone and 5.3 g of potassium hydroxide in 200 ml of methanol was added 8.2 ml of crotyl bromide, and the mixture was refluxed by heating for 4 hours. The insoluble matters in the reaction mixture were removed by filtration, then the solvent was removed by evaporation. The residue obtained was extracted with chloroform-water, and the chloroform layer was washed with a diluted sodium hydroxide aqueous solution, then washed with water, dried with a... Solvent: CO (methanol). The product is CC1=C2CCC(C2=C(C=C1)OCC=CC)=O (4-methyl-7-crotyloxy-1-indanone). Starting materials: CC1=C2CCC(C2=C(C=C1)O)=O (4-methyl-7-hydroxy-1-indanone), [OH-].[K+] (potassium hydroxide), C(C=CC)Br (crotyl bromide). Reaction SMILES: [CH3:1][C:2]1[CH:10]=[CH:9][C:8]([OH:11])=[C:7]2[C:3]=1[CH2:4][CH2:5][C:6]2=[O:12].[OH-].[K+].[CH2:15](Br)[CH:16]=[CH:17][CH3:18]>CO>[CH3:1][C:2]1[CH:10]=[CH:9][C:8]([O:11][CH2:15][CH:16]=[CH:17][CH3:18])=[C:7]2[C:3]=1[CH2:4][CH2:5][C:6]2=[O:12] |f:1.2|. Reactants: COC(C1=CC(=C(C=C1)C)N)=O (methyl-3-amino-4-methylbenzoate), C(C)OC(OCC)OCC (triethylorthoformate), C(C)(=O)O (acetic acid), NC1=C(C(=O)O)C=C(C=C1)OC (2-amino-5-methoxybenzoic acid). Run in C1(=CC=CC=C1)C (toluene), C(C)(=O)OCC (ethyl acetate). Conditions: time 16 hour. Yields the product COC=1C=C2C(N(C=NC2=CC1)C=1C=C(C(=O)OC)C=CC1C)=O (methyl 3-(6-methoxy-4-oxoquinazolin-3(4H)-yl)-4-methylbenzoate). RXN SMILES: [NH2:1][C:2]1[CH:10]=[CH:9][C:8]([O:11][CH3:12])=[CH:7][C:3]=1[C:4]([OH:6])=O.[CH2:13](OC(OCC)OCC)C.C(O)(=O)C.[CH3:27][O:28][C:29](=[O:38])[C:30]1[CH:35]=[CH:34][C:33]([CH3:36])=[C:32]([NH2:37])[CH:31]=1>C1(C)C=CC=CC=1.C(OCC)(=O)C>[CH3:12][O:11][C:8]1[CH:7]=[C:3]2[C:2](=[CH:10][CH:9]=1)[N:1]=[CH:13][N:37]([C:32]1[CH:31]=[C:30]([CH:35]=[CH:34][C:33]=1[CH3:36])[C:29]([O:28][CH3:27])=[O:38])[C:4]2=[O:6]. Reported procedure: A suspension of 2-amino-5-methoxybenzoic acid (18.7 g) in toluene (250 ml) was added triethylorthoformate (19.6 ml) and acetic acid (0.64 ml) and heated at 110° C. for 3 hours when methyl-3-amino-4-methylbenzoate (16.7 g) was added and heating continued for a further 16 hours at 110° C. The reaction mixture was cooled to room temperature and diluted with ethyl acetate. The organic phase was washed with 1N NaOH and 1N HCl. The organic phase was left to stand for 54 hours which resulted in crystal... The reactants are Cn1nnc(-c2ccc(-c3ccc(N4CC(COS(C)(=O)=O)OC4=O)cc3F)cn2)n1, CNC, CNC(C)=O, Cl. Product: CN(C)CC1CN(c2ccc(-c3ccc(-c4nnn(C)n4)nc3)c(F)c2)C(=O)O1. RXN SMILES: [CH3:1][n:2]1[n:3][c:4](-[c:7]2[n:8][cH:9][c:10](-[c:13]3[c:14]([F:31])[cH:15][c:16]([N:19]4[C:20](=[O:30])[O:21][CH:22]([CH2:24][O:25][S:26]([CH3:27])(=[O:28])=[O:29])[CH2:23]4)[cH:17][cH:18]3)[cH:11][cH:12]2)[n:5][n:6]1.[CH3:33][NH:34][CH3:35].[CH3:36][NH:37][C:38]([CH3:39])=[O:40].[ClH:32]>>[CH3:1][n:2]1[n:3][c:4](-[c:7]2[n:8][cH:9][c:10](-[c:13]3[c:14]([F:31])[cH:15][c:16]([N:19]4[C:20](=[O:30])[O:21][CH:22]([CH2:24][N:34]([CH3:33])[CH3:35])[CH2:23]4)[cH:17][cH:18]3)[cH:11][cH:12]2)[n:5][n:6]1.